describe an organic reaction: reactants, conditions, products, and yield From a dataset of the Open Reaction Database (ORD), a public repository of structured organic reaction records. Reactants: C(C1=CC=CC=C1)OC(=O)NC=1C(=NC2=CC(=CC=C2C1)Br)C(=O)OCC (ethyl 3-{[(benzyloxy)carbonyl]amino}-7-bromoquinoline-2-carboxylate), [O-]P(=O)([O-])[O-].[K+].[K+].[K+] (K3PO4), O1CCOCC1 (1,4-dioxane), CC(=O)O (AcOH). Solvent: O (water), O (water). Reaction conditions: temperature 100 celsius. The product is C(C1=CC=CC=C1)OC(=O)NC=1C(=NC2=CC(=CC=C2C1)Br)C(=O)O (3-{[(Benzyloxy)carbonyl]amino}-7-bromoquinoline-2-carboxylic acid). Isolated yield 76.2%. Reaction SMILES: [CH2:1]([O:8][C:9]([NH:11][C:12]1[C:13]([C:23]([O:25]CC)=[O:24])=[N:14][C:15]2[C:20]([CH:21]=1)=[CH:19][CH:18]=[C:17]([Br:22])[CH:16]=2)=[O:10])[C:2]1[CH:7]=[CH:6][CH:5]=[CH:4][CH:3]=1.[O-]P([O-])([O-])=O.[K+].[K+].[K+].O1CCOCC1.CC(O)=O>O>[CH2:1]([O:8][C:9]([NH:11][C:12]1[C:13]([C:23]([OH:25])=[O:24])=[N:14][C:15]2[C:20]([CH:21]=1)=[CH:19][CH:18]=[C:17]([Br:22])[CH:16]=2)=[O:10])[C:2]1[CH:7]=[CH:6][CH:5]=[CH:4][CH:3]=1 |f:1.2.3.4|. Procedure details: To a mixture of ethyl 3-{[(benzyloxy)carbonyl]amino}-7-bromoquinoline-2-carboxylate (887.5 mg, 2.067 mmol) and K3PO4 (1494 mg, 7.038 mmol), 1,4-dioxane (10.0 mL) was added, followed by water (10.0 mL). The mixture was heated at 100° C. for 3 h. After cooling to room temperature, the reaction mixture was diluted with water (50 mL). AcOH (1313 mg, 21.86 mmol) was added to adjust the pH to 5. The mixture was extracted with EtOAc (3×50 mL). The combined organic layer was washed with brine (100 mL), ... Reactants: NC=1C=NC=CC1 (3-aminopyridine), CN(C)C1=NC=CC=C1 (dimethylaminopyridine), Cl.CC1=C(SC=2N1CCCN2)C(=O)Cl (3-methyl-6,7-dihydro-5H-thiazolo[3,2-a]pyrimidine-2-carbonylchloride hydrochloride). Run in N1=CC=CC=C1 (pyridine). Reaction conditions: time 20 hour. The product is Cl.Cl.CC1=C(SC=2N1CCCN2)C(=O)NC2=NC=CC=C2 (3-Methyl-N-(2-pyridyl)-6,7-dihydro-5H-thiazolo[3,2-a]pyrimidine-2-carboxamide dihydrochloride). Isolated yield 211.1%. RXN SMILES: NC1C=NC=CC=1.C[N:9]([C:11]1[CH:16]=[CH:15][CH:14]=[CH:13][N:12]=1)C.[ClH:17].[CH3:18][C:19]1[N:23]2[CH2:24][CH2:25][CH2:26][N:27]=[C:22]2[S:21][C:20]=1[C:28]([Cl:30])=[O:29]>N1C=CC=CC=1>[ClH:30].[ClH:17].[CH3:18][C:19]1[N:23]2[CH2:24][CH2:25][CH2:26][N:27]=[C:22]2[S:21][C:20]=1[C:28]([NH:9][C:11]1[CH:16]=[CH:15][CH:14]=[CH:13][N:12]=1)=[O:29] |f:2.3,5.6.7|. Reported procedure: In 20 ml of pyridine was dissolved 200 mg of 3-aminopyridine. To this solution were added 50 mg of dimethylaminopyridine and 600 mg of 3-methyl-6,7-dihydro-5H-thiazolo[3,2-a]pyrimidine-2-carbonylchloride hydrochloride obtained in Example 28, followed by stirring at room temperature for 20 hours. The reaction mixture was concentrated and to the mixture was added saturated sodium hydrogencarbonate aqueous solution. The mixture was extracted with chloroform. The extact was washed with water and dri... The reactants are COC1=C(C(=O)Cl)C=C(C(=C1)OC)OC (2,4,5-trimethoxybenzoyl chloride), BrC=1NC=CC1 (2-bromopyrrole). Product: COC1=C(C(=O)N2C(=CC=C2)Br)C=C(C(=C1)OC)OC (N-(2,4,5-Trimethoxybenzoyl)-2-bromopyrrole). Yield: 55.1%. RXN SMILES: [CH3:1][O:2][C:3]1[CH:11]=[C:10]([O:12][CH3:13])[C:9]([O:14][CH3:15])=[CH:8][C:4]=1[C:5](Cl)=[O:6].[Br:16][C:17]1[NH:18][CH:19]=[CH:20][CH:21]=1>>[CH3:1][O:2][C:3]1[CH:11]=[C:10]([O:12][CH3:13])[C:9]([O:14][CH3:15])=[CH:8][C:4]=1[C:5]([N:18]1[CH:19]=[CH:20][CH:21]=[C:17]1[Br:16])=[O:6]. Procedure: Following the procedure for Example B, 2,4,5-trimethoxybenzoyl chloride (1.38 g, 6 mmol) and 2-bromopyrrole (4 mmol) gave 0.75 g of the title compound: mp 120-121° C.; 1H NMR (CDCl3) δ: 7.05-6.95 (2 H, m), 6.52 (1 H, s), 6.35 (1 H, dd, J=3.3, 1.8), 6.18 (1 H, t, J=3.5), 3.96 (3 H, s), 3.86 (3 H, s), 3.76 (3 H, s). Starting materials: COC(=O)C(CO)(CCC(OC)OC)C(=O)OC (dimethyl-1-hydroxy-5,5-dimethoxypentane-2,2-dicarboxylate), C([O-])([O-])=O.[K+].[K+] (potassium carbonate), Example I, C1(=CC=C(C=C1)S(=O)(=O)O)C (p-toluenesulfonic acid). The solvent is C1=CC=CC=C1 (benzene). Run at time 30 minute. Product: COC1CCC(CO1)(C(=O)OC)C(=O)OC (DIMETHYL 6-METHOXYTETRAHYDROPYRAN-3,3-DICARBOXYLATE). RXN SMILES: [CH3:1][O:2][C:3]([C:5]([C:15]([O:17][CH3:18])=[O:16])([CH2:8][CH2:9][CH:10]([O:13][CH3:14])[O:11]C)[CH2:6]O)=[O:4].C1(C)C=CC(S(O)(=O)=O)=CC=1.C(=O)([O-])[O-].[K+].[K+]>C1C=CC=CC=1>[CH3:14][O:13][CH:10]1[O:11][CH2:6][C:5]([C:3]([O:2][CH3:1])=[O:4])([C:15]([O:17][CH3:18])=[O:16])[CH2:8][CH2:9]1 |f:2.3.4|. Reported procedure: A solution of dimethyl-1-hydroxy-5,5-dimethoxypentane-2,2-dicarboxylate made in accordance with Example I (8.4 g, 0.032 mol), p-toluenesulfonic acid (0.052 g, 0.027 mmol) in dry benzene (600 ml) was allowed to reflux through a Soxhlet extractor for 2 hours. The Soxhlet thimble was charged with Type 4 A molecular sieves (ca 20 g). After the mixture was cooled to room temperature, anhydrous potassium carbonate (7 g, 0.05 mol) was added, and the mixture was stirred for 30 min. The mixture was filte...